From a dataset of the Open Reaction Database (ORD), a public repository of structured organic reaction records. describe an organic reaction: reactants, conditions, products, and yield Reactants: [BH4-], CN, CO, NC(=O)c1cc(-c2ccc(C=O)s2)cc2c(C3CCN(S(=O)(=O)CCCN4CCOCC4)CC3)c[nH]c12, ClCCl, [Na+]. The product is CNCc1ccc(-c2cc(C(N)=O)c3[nH]cc(C4CCN(S(=O)(=O)CCCN5CCOCC5)CC4)c3c2)s1. As a reaction SMILES: [BH4-:40].[CH3:38][NH2:39].[CH3:42][OH:43].[CH:1](=[O:2])[c:3]1[cH:4][cH:5][c:6](-[c:8]2[cH:9][c:10]3[c:11]([CH:20]4[CH2:21][CH2:22][N:23]([S:26](=[O:27])(=[O:28])[CH2:29][CH2:30][CH2:31][N:32]5[CH2:33][CH2:34][O:35][CH2:36][CH2:37]5)[CH2:24][CH2:25]4)[cH:12][nH:13][c:14]3[c:15]([C:17](=[O:18])[NH2:19])[cH:16]2)[s:7]1.[Cl:44][CH2:45][Cl:46].[Na+:41]>>[CH2:1]([c:3]1[cH:4][cH:5][c:6](-[c:8]2[cH:9][c:10]3[c:11]([CH:20]4[CH2:21][CH2:22][N:23]([S:26](=[O:27])(=[O:28])[CH2:29][CH2:30][CH2:31][N:32]5[CH2:33][CH2:34][O:35][CH2:36][CH2:37]5)[CH2:24][CH2:25]4)[cH:12][nH:13][c:14]3[c:15]([C:17](=[O:18])[NH2:19])[cH:16]2)[s:7]1)[NH:39][CH3:38]. Starting materials: ClC1=CC=2C3=C(N(C2C=C1)CC(=O)OCC)CCN(C3)C (ethyl 2-(8-chloro-1,2,3,4-tetrahydro-2-methylpyrido[4,3-b]indol-5-yl)acetate), N1CCCC1 (pyrrolidine). Conditions: temperature 120 celsius. Yields the product ClC1=CC=2C3=C(N(C2C=C1)CC(=O)N1CCCC1)CCN(C3)C (2-(8-chloro-1,2,3,4-tetrahydro-2-methylpyrido[4,3-b]indol-5-yl)-1-(pyrrolidin-1-yl)ethanone). Reaction SMILES: [Cl:1][C:2]1[CH:10]=[CH:9][C:8]2[N:7]([CH2:11][C:12](OCC)=[O:13])[C:6]3[CH2:17][CH2:18][N:19]([CH3:21])[CH2:20][C:5]=3[C:4]=2[CH:3]=1.[NH:22]1[CH2:26][CH2:25][CH2:24][CH2:23]1>>[Cl:1][C:2]1[CH:10]=[CH:9][C:8]2[N:7]([CH2:11][C:12]([N:22]3[CH2:26][CH2:25][CH2:24][CH2:23]3)=[O:13])[C:6]3[CH2:17][CH2:18][N:19]([CH3:21])[CH2:20][C:5]=3[C:4]=2[CH:3]=1. Procedure details: A mixture of ethyl 2-(8-chloro-1,2,3,4-tetrahydro-2-methylpyrido[4,3-b]indol-5-yl)acetate (100 mg) and pyrrolidine (1 ml) was heated at 120° C. for 15 h to obtain 59 mg of 2-(8-chloro-1,2,3,4-tetrahydro-2-methylpyrido[4,3-b]indol-5-yl)-1-(pyrrolidin-1-yl)ethanone after purification on neutral alumina chromatography eluting with methanol-dichloromethane gradient. The free base was converted into its oxalate salt by treatment of oxalic acid (1 equiv) in anhydrous THF. Reactants: CC(C)(C)[S@@](=O)N ((R)-2-methylpropane-2-sulfinamide), BrC=1C(=C(C=CC1)C(C)=O)C (1-(3-Bromo-2-methylphenyl)ethanone). The reagents and catalysts are C(C)O[Ti](OCC)(OCC)OCC (tetraethoxytitanium). The solvent is C1CCOC1 (THF). Reaction conditions: temperature 75 celsius. Product: BrC=1C(=C(C=CC1)\C(\C)=N\[S@](=O)C(C)(C)C)C ((R,E)-N-(1-(3-Bromo-2-methylphenyl)ethylidene)-2-methylpropane-2-sulfinamide). Reaction SMILES: [CH3:1][C:2]([S@:5]([NH2:7])=[O:6])([CH3:4])[CH3:3].[Br:8][C:9]1[C:10]([CH3:18])=[C:11]([C:15](=O)[CH3:16])[CH:12]=[CH:13][CH:14]=1>C1COCC1.C(O[Ti](OCC)(OCC)OCC)C>[Br:8][C:9]1[C:10]([CH3:18])=[C:11](/[C:15](=[N:7]/[S@@:5]([C:2]([CH3:4])([CH3:3])[CH3:1])=[O:6])/[CH3:16])[CH:12]=[CH:13][CH:14]=1. Procedure: To a stirring solution of (R)-2-methylpropane-2-sulfinamide (326 mg, 2.69 mmol) and Intermediate 12A (600 mg, 2.82 mmol) in THF (2 mL) at rt was added tetraethoxytitanium (1.06 mL, 5.12 mmol). The reaction mixture was heated at 75° C. for 16 h. The reaction mixture was cooled and used directly in the next step. LCMS=2.12 min [M+1]=318.0 (Method B). The reactants are ClC1=NC=CC(=N1)C=1C(=NN2C1C=CC=C2)C=2C=C(C=CC2)NC(C2=C(C=CC=C2F)F)=O (N-{3-[3-(2-chloro-4-pyrimidinyl)pyrazolo[1,5-a]pyridin-2-yl]phenyl}-2,6-difluorobenzamide), C1=NC=CC2=CC(=CC=C12)N (6-isoquinolinamine), C1=NC=CC2=CC(=CC=C12)N (6-isoquinolinamine). Solvent: CC(C)O (i-PrOH). Yields the product FC1=C(C(=O)NC2=CC(=CC=C2)C2=NN3C(C=CC=C3)=C2C2=NC(=NC=C2)NC=2C=C3C=CN=CC3=CC2)C(=CC=C1)F (2,6-Difluoro-N-(3-{3-[2-(6-isoquinolinylamino)-4-pyrimidinyl]pyrazolo[1,5-a]pyridin-2-yl}phenyl)benzamide). As a reaction SMILES: Cl[C:2]1[N:7]=[C:6]([C:8]2[C:9]([C:17]3[CH:18]=[C:19]([NH:23][C:24](=[O:33])[C:25]4[C:30]([F:31])=[CH:29][CH:28]=[CH:27][C:26]=4[F:32])[CH:20]=[CH:21][CH:22]=3)=[N:10][N:11]3[CH:16]=[CH:15][CH:14]=[CH:13][C:12]=23)[CH:5]=[CH:4][N:3]=1.[CH:34]1[C:43]2[C:38](=[CH:39][C:40]([NH2:44])=[CH:41][CH:42]=2)[CH:37]=[CH:36][N:35]=1>CC(O)C>[F:32][C:26]1[CH:27]=[CH:28][CH:29]=[C:30]([F:31])[C:25]=1[C:24]([NH:23][C:19]1[CH:20]=[CH:21][CH:22]=[C:17]([C:9]2[C:8]([C:6]3[CH:5]=[CH:4][N:3]=[C:2]([NH:44][C:40]4[CH:39]=[C:38]5[C:43](=[CH:42][CH:41]=4)[CH:34]=[N:35][CH:36]=[CH:37]5)[N:7]=3)=[C:12]3[CH:13]=[CH:14][CH:15]=[CH:16][N:11]3[N:10]=2)[CH:18]=1)=[O:33]. Procedure details: A mixture of N-{3-[3-(2-chloro-4-pyrimidinyl)pyrazolo[1,5-a]pyridin-2-yl]phenyl}-2,6-difluorobenzamide and 6-isoquinolinamine and 6-isoquinolinamine in i-PrOH was heated in a microwave in a procedure analogous to that described in Example 64 to give, after purification, the title compound. LC MS (ES)+ 570.25. 1H NMR (400 MHz, DMSO-d6) δ 6.95 (s, 1H), 7.17-7.30 (m, 4H), 7.41 (d, 1H, J=7.5), 7.51-7.56 (m, 3H), 7.64 7.68 (m, 1H), 7.78-7.81 (m, 2H), 8.05 (s, 1H), 8.09 (bs, 2H), 8.19 (d, 1H, J=9.1), ... Starting materials: C(COCCCC)[O-].[Na+] (Sodium 3-oxaheptan-1-olate), aqueous solution, Cl (hydrochloric acid), Cl.ClCCN(CCCl)CCCl (tris(2-chloroethyl)amine hydrochloride), sodium alcoholate. Run at temperature 130 celsius. Product: C(COCCOCCCC)N(CCOCCOCCCC)CCOCCOCCCC (tris(3,6-dioxadecyl)amine). Reaction SMILES: [CH2:1]([O-:8])[CH2:2][O:3][CH2:4][CH2:5][CH2:6][CH3:7].[Na+].Cl.Cl[CH2:12][CH2:13][N:14]([CH2:18][CH2:19]Cl)[CH2:15][CH2:16]Cl.Cl>>[CH2:13]([N:14]([CH2:18][CH2:19][O:8][CH2:1][CH2:2][O:3][CH2:4][CH2:5][CH2:6][CH3:7])[CH2:15][CH2:16][O:8][CH2:1][CH2:2][O:3][CH2:4][CH2:5][CH2:6][CH3:7])[CH2:12][O:8][CH2:1][CH2:2][O:3][CH2:4][CH2:5][CH2:6][CH3:7] |f:0.1,2.3|. Procedure: When all of the water of the reaction has been eliminated, 55 g of tris(2-chloroethyl)amine hydrochloride are introduced. The mixture is heated at 130° C. for 5 hours, then cooled. Excess sodium alcoholate is then neutralized with a 10% aqueous solution of hydrochloric acid. The 3-oxaheptan-1-ol is removed by distillation and the sodium chloride is removed by filtration. The desired product, tris(3,6-dioxadecyl)amine, is distilled (192° C. under 0.1 mmHg). The reactants are N(N)C1=C2C(=NC=C1C(=O)OCC)NN=C2 (4-hydrazino-1H-pyrazolo[3,4-b]pyridine-5-carboxylic acid, ethyl ester), C(C)N1N=CC=2C1=NC=C(C2NN)C(=O)OCC (1-ethyl-4-hydrazino-1H-pyrazolo[3,4-b]pyridine-5-carboxylic acid, ethyl ester). Product: 5-chloro-2-methyl-8H-pyrazolo[1,5a]pyrazolo[4',3':5,6]pyrido[3,4-e]pyrimidine, C(CCC)NC1=NC=2N(C3=C1C=NC1=C3C=NN1)N=C(C2)C (N-butyl-2-methyl-8H-pyrazolo[1,5-a]pyrazolo[4',3':5,6]pyrido[3,4-e]pyrimidin-5-amine). As a reaction SMILES: [NH:1]([C:3]1[C:8]([C:9](OCC)=O)=[CH:7][N:6]=[C:5]2[NH:14][N:15]=[CH:16][C:4]=12)[NH2:2].C(N1C2=[N:24][CH:25]=[C:26](C(OCC)=O)[C:27](NN)=[C:22]2C=N1)C>>[CH2:5]([NH:6][C:9]1[C:8]2[CH:7]=[N:6][C:5]3[NH:14][N:15]=[CH:16][C:4]=3[C:3]=2[N:1]2[N:2]=[C:27]([CH3:22])[CH:26]=[C:25]2[N:24]=1)[CH2:4][CH2:3][CH3:8]. Reported procedure: By substituting an equivalent amount of 4-hydrazino-1H-pyrazolo[3,4-b]pyridine-5-carboxylic acid, ethyl ester for the 1-ethyl-4-hydrazino-1H-pyrazolo[3,4-b]pyridine-5-carboxylic acid, ethyl ester in the procedure of Example 1 a and continuing as in parts b, c and d, 5-chloro-2-methyl-8H-pyrazolo[1,5a]pyrazolo[4',3':5,6]pyrido[3,4-e]pyrimidine and N-butyl-2-methyl-8H-pyrazolo[1,5-a]pyrazolo[4',3':5,6]pyrido[3,4-e]pyrimidin-5-amine respectively, are obtained. Reactants: CCOC(=O)c1csc(Br)n1, Cc1[nH]c(C(=O)NC2CCNCC2)cc1Br, O=C([O-])O, CCOC(C)=O, Cl, [Na+], CN(C)C=O, O. The product is CCOC(=O)c1csc(N2CCC(NC(=O)c3cc(Br)c(C)[nH]3)CC2)n1. As a reaction SMILES: [Br:23][c:24]1[s:25][cH:26][c:27]([C:29](=[O:30])[O:31][CH2:32][CH3:33])[n:28]1.[Br:2][c:3]1[cH:4][c:5]([C:9](=[O:10])[NH:11][CH:12]2[CH2:13][CH2:14][NH:15][CH2:16][CH2:17]2)[nH:6][c:7]1[CH3:8].[C:18](=[O:19])([OH:20])[O-:21].[CH3:39][CH2:40][O:41][C:42]([CH3:43])=[O:44].[ClH:1].[Na+:22].[O:34]=[CH:35][N:36]([CH3:37])[CH3:38].[OH2:45]>>[Br:2][c:3]1[cH:4][c:5]([C:9](=[O:10])[NH:11][CH:12]2[CH2:13][CH2:14][N:15]([c:24]3[s:25][cH:26][c:27]([C:29](=[O:30])[O:31][CH2:32][CH3:33])[n:28]3)[CH2:16][CH2:17]2)[nH:6][c:7]1[CH3:8].